describe an organic reaction: reactants, conditions, products, and yield From a dataset of the Open Reaction Database (ORD), a public repository of structured organic reaction records. The reactants are Cl.NC=1C=NC2=CC=C(C=C2C1NC)C (3-amino-6-methyl-4-(methylamino)quinoline hydrochloride), FC(C(=O)O)(F)F (trifluoroacetic acid), [OH-].[NH4+] (ammonium hydroxide). The solvent is Cl (hydrochloric acid). Product: CN1C(=NC=2C=NC=3C=CC(=CC3C21)C)C(F)(F)F (1,8-dimethyl-2-trifluoromethyl-1H-imidazo[4,5-c]quinoline). As a reaction SMILES: Cl.[NH2:2][C:3]1[CH:4]=[N:5][C:6]2[C:11]([C:12]=1[NH:13][CH3:14])=[CH:10][C:9]([CH3:15])=[CH:8][CH:7]=2.[F:16][C:17]([F:22])([F:21])[C:18](O)=O.[OH-].[NH4+]>Cl>[CH3:14][N:13]1[C:12]2[C:11]3[CH:10]=[C:9]([CH3:15])[CH:8]=[CH:7][C:6]=3[N:5]=[CH:4][C:3]=2[N:2]=[C:18]1[C:17]([F:22])([F:21])[F:16] |f:0.1,3.4|. Procedure: A mixture of 4.5 g (0.0201 mole) of 3-amino-6-methyl-4-(methylamino)quinoline hydrochloride (from Example 32), 9.1 g (0.080 mole) of trifluoroacetic acid and 100 ml of 4 N hydrochloric acid was heated at its reflux temperature for three hours. The solution was cooled and basified with ammonium hydroxide. The precipitate was separated by filtration and washed with water. Recrystallization from isopropanol provided 1,8-dimethyl-2-trifluoromethyl-1H-imidazo[4,5-c]quinoline, m.p. 220°-223° C. Analys... Starting materials: Cl (hydrochloric acid), OC1=C(C=CC(=C1CCC(C)C)OC)C(CCC1=CC=C(C=C1)O)=O (1-(2-hydroxy-4-methoxy-3-isopentylphenyl)-3-(4-hydroxyphenyl)-1-propanone), BrCC(=O)OC (methyl α-bromoacetate), C([O-])([O-])=O.[K+].[K+] (potassium carbonate). Run in CC(=O)C (acetone). Conditions: time 30 minute. Product: OC1=C(C=CC(=C1CCC(C)C)OC)C(CCC1=CC=C(C=C1)OCC(=O)OC)=O (1-(2-hydroxy-4-methoxy-3-isopentylphenyl)-3-(4-methoxycarbonylmethoxyphenyl)-1-propanone). Yield: 94.6%. As a reaction SMILES: [OH:1][C:2]1[C:7]([CH2:8][CH2:9][CH:10]([CH3:12])[CH3:11])=[C:6]([O:13][CH3:14])[CH:5]=[CH:4][C:3]=1[C:15](=[O:25])[CH2:16][CH2:17][C:18]1[CH:23]=[CH:22][C:21]([OH:24])=[CH:20][CH:19]=1.C(=O)([O-])[O-].[K+].[K+].Br[CH2:33][C:34]([O:36][CH3:37])=[O:35].Cl>CC(C)=O>[OH:1][C:2]1[C:7]([CH2:8][CH2:9][CH:10]([CH3:11])[CH3:12])=[C:6]([O:13][CH3:14])[CH:5]=[CH:4][C:3]=1[C:15](=[O:25])[CH2:16][CH2:17][C:18]1[CH:19]=[CH:20][C:21]([O:24][CH2:33][C:34]([O:36][CH3:37])=[O:35])=[CH:22][CH:23]=1 |f:1.2.3|. Procedure: Then, 32.3 g of 1-(2-hydroxy-4-methoxy-3-isopentylphenyl)-3-(4-hydroxyphenyl)-1-propanone was dissolved in 150 ml of anhydrous acetone, 32.6 g of anhydrous potassium carbonate was added to the solution, and the mixture was stirred for 30 minutes. Then, 17.3 g of methyl α-bromoacetate was added to the reaction mixture, and the mixture was stirred at room temperature for 1 day to effect a reaction. After the reaction, the reaction mixture was neutralized with dilute hydrochloric acid and extracted... The reactants are C1CCOC1, CC(O)CN, CS(=O)(=O)c1nccc(-c2cn(CC#N)nc2-c2cnc3c(ccn3S(=O)(=O)c3ccccc3)c2)n1. Yields the product CC(O)CNc1nccc(-c2cn(CC#N)nc2-c2cnc3c(ccn3S(=O)(=O)c3ccccc3)c2)n1. Reaction SMILES: [CH2:42]1[O:43][CH2:44][CH2:45][CH2:46]1.[NH2:37][CH2:38][CH:39]([CH3:40])[OH:41].[c:1]1([S:7](=[O:8])(=[O:9])[n:10]2[cH:11][cH:12][c:13]3[c:14]2[n:15][cH:16][c:17](-[c:19]2[n:20][n:21]([CH2:34][C:35]#[N:36])[cH:22][c:23]2-[c:24]2[n:25][c:26]([S:30]([CH3:31])(=[O:32])=[O:33])[n:27][cH:28][cH:29]2)[cH:18]3)[cH:2][cH:3][cH:4][cH:5][cH:6]1>>[c:1]1([S:7](=[O:8])(=[O:9])[n:10]2[cH:11][cH:12][c:13]3[c:14]2[n:15][cH:16][c:17](-[c:19]2[n:20][n:21]([CH2:34][C:35]#[N:36])[cH:22][c:23]2-[c:24]2[n:25][c:26]([NH:37][CH2:38][CH:39]([CH3:40])[OH:41])[n:27][cH:28][cH:29]2)[cH:18]3)[cH:2][cH:3][cH:4][cH:5][cH:6]1. Reactants: BrC1=CC=C(C=2C3=CC=CC=C3NC12)OC[C@H]1OC1 (1-bromo-4-[(2S)-oxiranylmethoxy]-9H-carbazole), NCC1CCN(CC1)C1=C(C=CC(=C1)OC)S(=O)(=O)N ((4-aminomethyl-1-piperidinyl) 4-methoxybenzenesulfonamide). Yields the product BrC1=CC=C(C=2C3=CC=CC=C3NC12)OCC(CNCC1CCN(CC1)S(=O)(=O)C1=CC=C(C=C1)OC)O (1-(1-Bromo-9H-carbazol-4-yloxy)-3-{[1-(4-methoxy-benzenesulfonyl)-piperidin-4-ylmethyl]-amino}-propan-2-ol). Yield: 77.4%. RXN SMILES: [Br:1][C:2]1[C:14]2[NH:13][C:12]3[C:7](=[CH:8][CH:9]=[CH:10][CH:11]=3)[C:6]=2[C:5]([O:15][CH2:16][C@@H:17]2[CH2:19][O:18]2)=[CH:4][CH:3]=1.NCC1CCN([C:28]2[CH:33]=[C:32]([O:34][CH3:35])[CH:31]=[CH:30][C:29]=2[S:36]([NH2:39])(=[O:38])=[O:37])CC1>>[Br:1][C:2]1[C:14]2[NH:13][C:12]3[C:7](=[CH:8][CH:9]=[CH:10][CH:11]=3)[C:6]=2[C:5]([O:15][CH2:16][CH:17]([OH:18])[CH2:19][NH:13][CH2:12][CH:7]2[CH2:8][CH2:9][N:39]([S:36]([C:29]3[CH:28]=[CH:33][C:32]([O:34][CH3:35])=[CH:31][CH:30]=3)(=[O:37])=[O:38])[CH2:5][CH2:6]2)=[CH:4][CH:3]=1. Procedure details: Prepared from 1-bromo-4-[(2S)-oxiranylmethoxy]-9H-carbazole (0.050 g, 0.15 mmol) and (4-aminomethyl-1-piperidinyl) 4-methoxybenzenesulfonamide (0.085 g, 0.3 mmol) of according to procedure used for Example 2 to give 0.035 g of the title compound as a white solid. The reactants are CCOC(=O)c1cc(CCC=C(C)C)[nH]n1, CO, [Na+], [OH-]. Product: CC(C)=CCCc1cc(C(=O)O)n[nH]1. Reaction SMILES: [CH2:3]([CH3:4])[O:5][C:6](=[O:7])[c:8]1[n:9][nH:10][c:11]([CH2:13][CH2:14][CH:15]=[C:16]([CH3:17])[CH3:18])[cH:12]1.[CH3:19][OH:20].[Na+:2].[OH-:1]>>[O:5]=[C:6]([OH:7])[c:8]1[n:9][nH:10][c:11]([CH2:13][CH2:14][CH:15]=[C:16]([CH3:17])[CH3:18])[cH:12]1. Reactants: O (water), N1=CC=C(C=C1)SCCCCN1C(NC2=CC=CC=C2C1=O)=O (3-[4-(4-pyridylthio)butyl]quinazoline-2,4(1H,3H)-dione), ClCSC1=CC=NC=C1 (4-chloromethylthiopyridine), 1,8-diazabicyclo-[5.4.0]-7-undecene. Solvent: CN(C=O)C (dimethylformamide). Reaction conditions: temperature 80 celsius, time 16 hour. Product: N1=CC=C(C=C1)SCN1C(N(C(C2=CC=CC=C12)=O)CCCCSC1=CC=NC=C1)=O (1-(4-pyridylthio)methyl-3-[4-(4-pyridylthio)butyl]quinazoline-2,4(1H,3H)-dione). The yield is 46.6%. As a reaction SMILES: [N:1]1[CH:6]=[CH:5][C:4]([S:7][CH2:8][CH2:9][CH2:10][CH2:11][N:12]2[C:21](=[O:22])[C:20]3[C:15](=[CH:16][CH:17]=[CH:18][CH:19]=3)[NH:14][C:13]2=[O:23])=[CH:3][CH:2]=1.Cl[CH2:25][S:26][C:27]1[CH:32]=[CH:31][N:30]=[CH:29][CH:28]=1.O>CN(C)C=O>[N:30]1[CH:31]=[CH:32][C:27]([S:26][CH2:25][N:14]2[C:15]3[C:20](=[CH:19][CH:18]=[CH:17][CH:16]=3)[C:21](=[O:22])[N:12]([CH2:11][CH2:10][CH2:9][CH2:8][S:7][C:4]3[CH:5]=[CH:6][N:1]=[CH:2][CH:3]=3)[C:13]2=[O:23])=[CH:28][CH:29]=1. Procedure details: To a solution of 491 mg (1.5 mmol) of 3-[4-(4-pyridylthio)butyl]quinazoline-2,4(1H,3H)-dione and 287 mg (1.8 mmol) of 4-chloromethylthiopyridine in 15 ml of dimethylformamide, 0.27 ml (1.8 mmol) of 1,8-diazabicyclo-[5.4.0]-7-undecene was added, and the mixture was stirred at 80° C. for 16 hours. After cooling, water was added to the reaction mixture, and the mixture was extracted with ethyl acetate. The extract was dried and the solvent was distilled off. The residue was purified by flash column... Starting materials: [BH3-]C#N, O=C([O-])O, CCn1c2c(c3cc(C=O)ccc31)CCCC2, CC(=O)O, CCO, CCN(C(C)C)C(C)C, ClCCl, Cl, Cl, [Na+], [Na+], c1cc(C2CCCNC2)[nH]n1. The product is CCn1c2c(c3cc(CN4CCCC(c5ccn[nH]5)C4)ccc31)CCCC2. RXN SMILES: [C:44]([BH3-:45])#[N:46].[C:48](=[O:49])([OH:50])[O-:51].[CH2:27]([CH3:28])[n:29]1[c:30]2[c:35]([c:36]3[cH:37][c:38]([CH:42]=[O:43])[cH:39][cH:40][c:41]13)[CH2:34][CH2:33][CH2:32][CH2:31]2.[CH3:23][C:24](=[O:25])[OH:26].[CH3:53][CH2:54][OH:55].[CH:14]([N:15]([CH2:16][CH3:17])[CH:18]([CH3:19])[CH3:20])([CH3:21])[CH3:22].[Cl:56][CH2:57][Cl:58].[ClH:1].[ClH:2].[Na+:47].[Na+:52].[nH:3]1[n:4][cH:5][cH:6][c:7]1[CH:8]1[CH2:9][NH:10][CH2:11][CH2:12][CH2:13]1>>[nH:3]1[n:4][cH:5][cH:6][c:7]1[CH:8]1[CH2:9][N:10]([CH2:42][c:38]2[cH:37][c:36]3[c:35]4[c:30]([n:29]([CH2:27][CH3:28])[c:41]3[cH:40][cH:39]2)[CH2:31][CH2:32][CH2:33][CH2:34]4)[CH2:11][CH2:12][CH2:13]1. Starting materials: BrC=1C(=NC(=C(C1)Br)Br)N (3,5,6-Tribromopyridin-2-amine), N(=O)[O-].[Na+] (sodium nitrite), N1=CC=CC=C1.F (hydrogen fluoride-pyridine). The product is BrC1=NC(=C(C=C1Br)Br)F (2,3,5-Tribromo-6-fluoropyridine). The yield is 84.0%. Reaction SMILES: [Br:1][C:2]1[C:3](N)=[N:4][C:5]([Br:9])=[C:6]([Br:8])[CH:7]=1.N([O-])=O.[Na+].N1C=CC=CC=1.[FH:21]>>[Br:9][C:5]1[C:6]([Br:8])=[CH:7][C:2]([Br:1])=[C:3]([F:21])[N:4]=1 |f:1.2,3.4|. Reported procedure: The reaction and post-treatment were carried out according to Example (8a) using 3,5,6-tribromopyridin-2-amine produced in Example (15a) (2.34 g, 7.07 mmol), sodium nitrite (0.73 g, 10.6 mmol) and hydrogen fluoride-pyridine (5 mL) to obtain the title compound (1.98 g, 84%) as a pale yellow oil. The reactants are N1=CC=C(C=C1)N1CCC(CC1)C(=O)Cl (1-(4-pyridyl)piperidine-4-carbonyl chloride), OCC1NCCN(C1)S(=O)(=O)C1=CC2=CC=CC=C2C=C1 (2-hydroxymethyl-4-(2-naphthylsulphonyl)piperazine). Product: OCC1N(CCN(C1)S(=O)(=O)C1=CC2=CC=CC=C2C=C1)C(=O)C1CCN(CC1)C1=CC=NC=C1 (2-hydroxymethyl-4-(2-naphthylsulphonyl)-1-[1-(4-pyridyl)piperidin-4-ylcarbonyl]piperazine). Yield: 42.0%. RXN SMILES: [N:1]1[CH:6]=[CH:5][C:4]([N:7]2[CH2:12][CH2:11][CH:10]([C:13](Cl)=[O:14])[CH2:9][CH2:8]2)=[CH:3][CH:2]=1.[OH:16][CH2:17][CH:18]1[CH2:23][N:22]([S:24]([C:27]2[CH:36]=[CH:35][C:34]3[C:29](=[CH:30][CH:31]=[CH:32][CH:33]=3)[CH:28]=2)(=[O:26])=[O:25])[CH2:21][CH2:20][NH:19]1>>[OH:16][CH2:17][CH:18]1[CH2:23][N:22]([S:24]([C:27]2[CH:36]=[CH:35][C:34]3[C:29](=[CH:30][CH:31]=[CH:32][CH:33]=3)[CH:28]=2)(=[O:26])=[O:25])[CH2:21][CH2:20][N:19]1[C:13]([CH:10]1[CH2:11][CH2:12][N:7]([C:4]2[CH:5]=[CH:6][N:1]=[CH:2][CH:3]=2)[CH2:8][CH2:9]1)=[O:14]. Procedure: Using an analogous procedure to that described in Example 1, 1-(4-pyridyl)piperidine-4-carbonyl chloride was reacted with 2-hydroxymethyl-4-(2-naphthylsulphonyl)piperazine to give 2-hydroxymethyl-4-(2-naphthylsulphonyl)-1-[1-(4-pyridyl)piperidin-4-ylcarbonyl]piperazine in 42% yield;